This data is from the Open Reaction Database (ORD), a public repository of structured organic reaction records. The task is: describe an organic reaction: reactants, conditions, products, and yield Isolated yield 48.3%. Reported procedure: A mixture of 2-aminothiophenol (5.01 g, 40.0 mmol), 5-bromo-2-formylpyridine (7.44 g, 40.0 mmol) and ethanol (40 mL) was heated to reflux (100° C.) while open to the atmosphere for 3 days. Upon confirming consumption of the starting materials by TLC (SiO2, 29:1 hexanes-acetone), the reaction was cooled to RT, the resulting mixture filtered and the filtrant washed copiously with ethanol to afford 9 (5.62 g, 48% yield) as an off-white solid. Reactants: NC1=C(C=CC=C1)S (2-aminothiophenol), BrC=1C=CC(=NC1)C=O (5-bromo-2-formylpyridine). Reaction conditions: temperature 100 celsius. RXN SMILES: [NH2:1][C:2]1[CH:7]=[CH:6][CH:5]=[CH:4][C:3]=1[SH:8].[Br:9][C:10]1[CH:11]=[CH:12][C:13]([CH:16]=O)=[N:14][CH:15]=1>C(O)C>[Br:9][C:10]1[CH:11]=[CH:12][C:13]([C:16]2[S:8][C:3]3[CH:4]=[CH:5][CH:6]=[CH:7][C:2]=3[N:1]=2)=[N:14][CH:15]=1. Run in C(C)O (ethanol). Product: BrC=1C=CC(=NC1)C=1SC2=C(N1)C=CC=C2 (2-(5-bromopyridin-2-yl)benzo[d]thiazole). Starting materials: ice, CC1CNC(C2=CC=CC=C12)=O (4-methyl-3,4-dihydro-2H-isoquinolin-1-one), ice, [N+](=O)([O-])[O-].[K+] (potassium nitrate). Run in S(O)(O)(=O)=O (sulfuric acid), S(O)(O)(=O)=O (sulfuric acid). Conditions: time 30 minute. Product: CC1CNC(C2=CC(=CC=C12)[N+](=O)[O-])=O (4-Methyl-7-nitro-3,4-dihydro-2H-isoquinolin-1-one). RXN SMILES: [CH3:1][CH:2]1[C:11]2[C:6](=[CH:7][CH:8]=[CH:9][CH:10]=2)[C:5](=[O:12])[NH:4][CH2:3]1.[N+:13]([O-])([O-:15])=[O:14].[K+]>S(=O)(=O)(O)O>[CH3:1][CH:2]1[C:11]2[C:6](=[CH:7][C:8]([N+:13]([O-:15])=[O:14])=[CH:9][CH:10]=2)[C:5](=[O:12])[NH:4][CH2:3]1 |f:1.2|. Procedure: A solution of 4-methyl-3,4-dihydro-2H-isoquinolin-1-one (1. Og) (J. Med. Chem., 1988, 31, 433) in conc. sulfuric acid (5 ml) was added dropwise over 20 min to an ice cooled solution of potassium nitrate (0.678 g) in conc. sulfuric acid (5 ml). The mixture was stirred for a further 30 min with ice-cooling. The mixture was added dropwise to ice (150 g) with stirring. The precipitated solid was collected by filtration, washed with water and dried to give the sub-titl compound (0.95 g). 1H NMR δ: 1.... Starting materials: Cl, CC(C)(C)OC(=O)N1CCCC1C(=O)OCC(NC(=O)OCc1ccccc1)C(=O)OCC(=O)c1ccccc1, C1COCCO1. Yields the product [Cl-], O=C(NC(COC(=O)C1CCC[NH2+]1)C(=O)OCC(=O)c1ccccc1)OCc1ccccc1. As a reaction SMILES: [ClH:41].[N:1]1([C:34]([O:35][C:36]([CH3:37])([CH3:38])[CH3:39])=[O:40])[CH:2]([C:6](=[O:7])[O:8][CH2:9][CH:10]([C:11](=[O:12])[O:13][CH2:14][C:15]([c:16]2[cH:17][cH:18][cH:19][cH:20][cH:21]2)=[O:22])[NH:23][C:24](=[O:25])[O:26][CH2:27][c:28]2[cH:29][cH:30][cH:31][cH:32][cH:33]2)[CH2:3][CH2:4][CH2:5]1.[O:42]1[CH2:43][CH2:44][O:45][CH2:46][CH2:47]1>>[Cl-:41].[NH2+:1]1[CH:2]([C:6](=[O:7])[O:8][CH2:9][CH:10]([C:11](=[O:12])[O:13][CH2:14][C:15]([c:16]2[cH:17][cH:18][cH:19][cH:20][cH:21]2)=[O:22])[NH:23][C:24](=[O:25])[O:26][CH2:27][c:28]2[cH:29][cH:30][cH:31][cH:32][cH:33]2)[CH2:3][CH2:4][CH2:5]1. Starting materials: FC(S(=O)(=O)OS(=O)(=O)C(F)(F)F)(F)F (Trifluoromethanesulfonic anhydride), [O-]P(=O)([O-])[O-].[K+].[K+].[K+] (K3PO4), OC1=CC=C2CCC(C2=C1)CC1=CC=C(C(=O)OC)C=C1 (Methyl 4-[(6-hydroxy-2,3-dihydro-1H-inden-1-yl)methyl]benzoate). Solvent: C1(=CC=CC=C1)C (toluene). Product: FC(S(=O)(=O)OC1=CC=C2CCC(C2=C1)CC1=CC=C(C(=O)OC)C=C1)(F)F (Methyl 4-[(6-{[(trifluoromethyl)sulfonyl]oxy}-2,3-dihydro-1H-inden-1-yl)methyl]benzoate). As a reaction SMILES: [F:1][C:2]([F:15])([F:14])[S:3]([O:6]S(C(F)(F)F)(=O)=O)(=[O:5])=[O:4].[O-]P([O-])([O-])=O.[K+].[K+].[K+].O[C:25]1[CH:33]=[C:32]2[C:28]([CH2:29][CH2:30][CH:31]2[CH2:34][C:35]2[CH:44]=[CH:43][C:38]([C:39]([O:41][CH3:42])=[O:40])=[CH:37][CH:36]=2)=[CH:27][CH:26]=1>C1(C)C=CC=CC=1>[F:1][C:2]([F:15])([F:14])[S:3]([O:6][C:25]1[CH:33]=[C:32]2[C:28]([CH2:29][CH2:30][CH:31]2[CH2:34][C:35]2[CH:36]=[CH:37][C:38]([C:39]([O:41][CH3:42])=[O:40])=[CH:43][CH:44]=2)=[CH:27][CH:26]=1)(=[O:5])=[O:4] |f:1.2.3.4|. Reported procedure: Trifluoromethanesulfonic anhydride (0.08 mL, 0.48 mmol) was dropwise to a solution of toluene (2 mL) and aqueous 30% K3PO4 (2 mL) containing the intermediate from Step D (63 mg, 0.22 mol). The solution was stirred at room temperature until no starting material remained by HPLC analysis. The solution was partitioned between ethyl acetate and water. The organic phase was washed with water and brine. The solution was then dried over MgSO4, filtered and concentrated. The residue was purified by sili... Starting materials: NC1=C(C2=C(CNCC2)S1)C(C1=CC=C(C=C1)Cl)=O (2-amino-3-(4-chloro-benzoyl) 4,5,6,7-tetrahydrothieno[2,3-c]pyridine), [N+](=O)([O-])C1=CC=C(C=C1)CCI (p-nitrophenylethyl iodide). Yield: 72.0%. The product is NC1=C(C2=C(CN(CC2)CCC2=CC=C(C=C2)[N+](=O)[O-])S1)C(C1=CC=C(C=C1)Cl)=O (2-Amino-3-(4-chloro-benzoyl)-6-[4-nitro-(2-phenyleth-1-yl)]-4,5,6,7-tetrahydrothieno[2,3-c]pyridine). Procedure: The same procedure as Example 17 was used except an equivalent amount of 2-amino-3-(4-chloro-benzoyl) 4,5,6,7-tetrahydrothieno[2,3-c]pyridine was used in place of 2-Amino-3-benzoyl-4,5,6,7-tetrahydrothieno[2,3-c]pyridine (2 mmol), and an equivalent amount of p-nitrophenylethyl iodide was used in place of methyl iodide (3 mmol). (m.p. 150-152° C.; 72% yield). As a reaction SMILES: [NH2:1][C:2]1[S:10][C:5]2[CH2:6][NH:7][CH2:8][CH2:9][C:4]=2[C:3]=1[C:11](=[O:19])[C:12]1[CH:17]=[CH:16][C:15]([Cl:18])=[CH:14][CH:13]=1.[N+:20]([C:23]1[CH:28]=[CH:27][C:26]([CH2:29][CH2:30]I)=[CH:25][CH:24]=1)([O-:22])=[O:21]>>[NH2:1][C:2]1[S:10][C:5]2[CH2:6][N:7]([CH2:30][CH2:29][C:26]3[CH:25]=[CH:24][C:23]([N+:20]([O-:22])=[O:21])=[CH:28][CH:27]=3)[CH2:8][CH2:9][C:4]=2[C:3]=1[C:11](=[O:19])[C:12]1[CH:17]=[CH:16][C:15]([Cl:18])=[CH:14][CH:13]=1. The reactants are solid, BrC1=CC(=CC=2C=C3N(C12)CCCNC3=O)F (7-bromo-9-fluoro-2,3,4,5-tetrahydro-[1,4]diazepino[1,2-a]indol-1-one), BrC1=CC(=CC=2C=C3N(C12)CCCNC3=O)F (7-bromo-9-fluoro-2,3,4,5-tetrahydro-[1,4]diazepino[1,2-a]indol-1-one), COC1=CC=C(C=C1)B(O)O (4-methoxy-phenylboronic acid). Product: FC1=CC=2C=C3N(C2C(=C1)C1=CC=C(C=C1)OC)CCCNC3=O (9-Fluoro-7-(4-methoxy-phenyl)-2,3,4,5-tetrahydro-[1,4]diazepino[1,2-a]indol-1-one). As a reaction SMILES: Br[C:2]1[C:10]2[N:9]3[CH2:11][CH2:12][CH2:13][NH:14][C:15](=[O:16])[C:8]3=[CH:7][C:6]=2[CH:5]=[C:4]([F:17])[CH:3]=1.[CH3:18][O:19][C:20]1[CH:25]=[CH:24][C:23](B(O)O)=[CH:22][CH:21]=1>>[F:17][C:4]1[CH:3]=[C:2]([C:23]2[CH:24]=[CH:25][C:20]([O:19][CH3:18])=[CH:21][CH:22]=2)[C:10]2[N:9]3[CH2:11][CH2:12][CH2:13][NH:14][C:15](=[O:16])[C:8]3=[CH:7][C:6]=2[CH:5]=1. Reported procedure: The title compound, light brown solid (62 mg, 76%), MS (ISP) m/z=325.3 [(M+H)+], mp 225.5° C., was prepared in accordance with the general method of example 1 from 7-bromo-9-fluoro-2,3,4,5-tetrahydro-[1,4]diazepino[1,2-a]indol-1-one (intermediate 2) (74.3 mg, 0.25 mmol) and commercially available 4-methoxy-phenylboronic acid (49.4 mg, 0.325 mmol). Reactants: CCO, [H][H], CCOC(=O)CCCCCOc1cc(C)ccc1N(C)C(=O)c1ccc(NC(=O)c2ccccc2[N+](=O)[O-])cc1, [OH-], [OH-], [Pd+2]. Product: CCOC(=O)CCCCCOc1cc(C)ccc1N(C)C(=O)c1ccc(NC(=O)c2ccccc2N)cc1. Reaction SMILES: [CH3:43][CH2:44][OH:45].[H:41][H:42].[N+:1]([O-:2])(=[O:3])[c:4]1[c:5]([C:6](=[O:7])[NH:8][c:9]2[cH:10][cH:11][c:12]([C:13](=[O:14])[N:15]([CH3:16])[c:17]3[c:18]([O:24][CH2:25][CH2:26][CH2:27][CH2:28][CH2:29][C:30](=[O:31])[O:32][CH2:33][CH3:34])[cH:19][c:20]([CH3:23])[cH:21][cH:22]3)[cH:35][cH:36]2)[cH:37][cH:38][cH:39][cH:40]1.[OH-:46].[OH-:48].[Pd+2:47]>>[NH2:1][c:4]1[c:5]([C:6](=[O:7])[NH:8][c:9]2[cH:10][cH:11][c:12]([C:13](=[O:14])[N:15]([CH3:16])[c:17]3[c:18]([O:24][CH2:25][CH2:26][CH2:27][CH2:28][CH2:29][C:30](=[O:31])[O:32][CH2:33][CH3:34])[cH:19][c:20]([CH3:23])[cH:21][cH:22]3)[cH:35][cH:36]2)[cH:37][cH:38][cH:39][cH:40]1.